From a dataset of the Open Reaction Database (ORD), a public repository of structured organic reaction records. describe an organic reaction: reactants, conditions, products, and yield The reactants are [H-].[Na+] (NaH), COC1=CC=C(C=C1)[C@@H]1CC[C@H](CC1)CCCO (trans-4-(p-methoxyphenyl)cyclohexylpropyl alcohol), CI (methyl iodide). The solvent is C1CCOC1 (THF), C1CCOC1 (THF), C1CCOC1 (THF). The product is C(CCOC)[C@@H]1CC[C@H](CC1)C1=CC=C(C=C1)OC (trans-4-(4-oxapentyl)-(p-methoxyphenyl)cyclohexane), ( 15.1 ). As a reaction SMILES: [H-].[Na+].[CH3:3]I.[CH3:5][O:6][C:7]1[CH:12]=[CH:11][C:10]([C@H:13]2[CH2:18][CH2:17][C@H:16]([CH2:19][CH2:20][CH2:21][OH:22])[CH2:15][CH2:14]2)=[CH:9][CH:8]=1>C1COCC1>[CH2:19]([C@H:16]1[CH2:17][CH2:18][C@H:13]([C:10]2[CH:11]=[CH:12][C:7]([O:6][CH3:5])=[CH:8][CH:9]=2)[CH2:14][CH2:15]1)[CH2:20][CH2:21][O:22][CH3:3] |f:0.1|. Reported procedure: 60 ml of THF are added under an N2 atmosphere to 100 mmol of NaH in the form of an oil dispersion. The mixture is stirred vigorously and heated to 45° C.-50° C. 120 mmol of methyl iodide are then added, and 80 mmol of trans-4-(p-methoxyphenyl)cyclohexylpropyl alcohol [prepared as described above by malonic ester synthesis and reduction using LiAlH4 ] in 20 ml of THF are subsequently added dropwise over the course of 30 minutes. The mixture is subsequently stirred for a further 30 minutes at the ... Reactants: C1CCOC1, CCOC(=O)CCCOc1ccc(CC(NC(=O)OCc2ccccc2)C(=O)OC(C)(C)C)cc1, CC(C)(C)O, N=C(N)N. The product is CC(C)(C)OC(=O)C(Cc1ccc(OCCCC(=O)NC(=N)N)cc1)NC(=O)OCc1ccccc1. Reaction SMILES: [CH2:45]1[O:46][CH2:47][CH2:48][CH2:49]1.[CH2:5]([c:6]1[cH:7][cH:8][cH:9][cH:10][cH:11]1)[O:12][C:13](=[O:14])[NH:15][CH:16]([C:17](=[O:18])[O:19][C:20]([CH3:21])([CH3:22])[CH3:23])[CH2:24][c:25]1[cH:26][cH:27][c:28]([O:31][CH2:32][CH2:33][CH2:34][C:35](=[O:36])[O:37][CH2:38][CH3:39])[cH:29][cH:30]1.[CH3:40][C:41]([OH:42])([CH3:43])[CH3:44].[NH2:1][C:2]([NH2:3])=[NH:4]>>[NH:1]=[C:2]([NH2:3])[NH:4][C:35]([CH2:34][CH2:33][CH2:32][O:31][c:28]1[cH:27][cH:26][c:25]([CH2:24][CH:16]([NH:15][C:13]([O:12][CH2:5][c:6]2[cH:7][cH:8][cH:9][cH:10][cH:11]2)=[O:14])[C:17](=[O:18])[O:19][C:20]([CH3:21])([CH3:22])[CH3:23])[cH:30][cH:29]1)=[O:36]. Isolated yield 66.0%. Reported procedure: A mixture of methyl 2-azido-4-O-benzyl-6-O-(4-chlorobenzyl)-2-deoxy-3-O-(4-methoxybenzyl)-1-thio-β-D glucopyranoside (34) (580 mg, 1.01 mmol) and DDQ (270 mg, 1.2 mmol) in CH2Cl2—H2O 9:1 (10 mL) was stirred at room temperature for 3 hours. The reaction mixture was washed with saturated NaHCO3 solution (3×15 ml), dried over MgSO4 and evaporated. The residue was purified by chromatography using CHCl3-Hexane-MeOH 30:20:0.5 as the mobile phase to give methyl 2-azido-4-O-benzyl-6-O-(4-chlorobenzyl)-2... Run in C(Cl)Cl.O (CH2Cl2—H2O). Starting materials: N(=[N+]=[N-])[C@H]1[C@H](SC)O[C@@H]([C@H]([C@@H]1OCC1=CC=C(C=C1)OC)OCC1=CC=CC=C1)COCC1=CC=C(C=C1)Cl (Methyl 2-azido-4-O-benzyl-6-O-(4-chlorobenzyl)-2-deoxy-3-O-(4-methoxybenzyl)-1-thio-β-glucopyranoside), C(#N)C1=C(C(=O)C(=C(C1=O)Cl)Cl)C#N (DDQ). As a reaction SMILES: [N:1]([C@@H:4]1[C@@H:11]([O:12]CC2C=CC(OC)=CC=2)[C@H:10]([O:22][CH2:23][C:24]2[CH:29]=[CH:28][CH:27]=[CH:26][CH:25]=2)[C@@H:9]([CH2:30][O:31][CH2:32][C:33]2[CH:38]=[CH:37][C:36]([Cl:39])=[CH:35][CH:34]=2)[O:8][C@H:5]1[S:6][CH3:7])=[N+:2]=[N-:3].C(C1C(=O)C(Cl)=C(Cl)C(=O)C=1C#N)#N>C(Cl)Cl.O>[N:1]([C@@H:4]1[C@@H:11]([OH:12])[C@H:10]([O:22][CH2:23][C:24]2[CH:25]=[CH:26][CH:27]=[CH:28][CH:29]=2)[C@@H:9]([CH2:30][O:31][CH2:32][C:33]2[CH:38]=[CH:37][C:36]([Cl:39])=[CH:35][CH:34]=2)[O:8][C@H:5]1[S:6][CH3:7])=[N+:2]=[N-:3] |f:2.3|. Run at time 3 hour. The product is N(=[N+]=[N-])[C@H]1[C@H](SC)O[C@@H]([C@H]([C@@H]1O)OCC1=CC=CC=C1)COCC1=CC=C(C=C1)Cl (Methyl 2-azido-4-O-benzyl-6-O-(4-chlorobenzyl)-2-deoxy-1-thio-β-D-glucopyranoside). Starting materials: O (water), CC1(OC2=C(C(N1)=O)C=C(C=C2)O)C (2,3-dihydro-2,2-dimethyl-6-hydroxy-4H-1,3-benzoxazin-4-one), CC(COS(=O)(=O)C)(C)[N+](=O)[O-] (methanesulfonic acid-(2-methyl-2-nitropropyl)-ester), C([O-])([O-])=O.[K+].[K+] (potassium carbonate). Run in COCCOCCOC (diethylene glycol dimethyl ether). Conditions: time 9 hour. Yields the product CC(COC1=CC=C(C(C(=O)N)=C1)O)(C)[N+](=O)[O-] (5-(2-methyl-2-nitropropoxy)-salicylamide). As a reaction SMILES: CC1(C)[NH:7][C:6](=[O:8])[C:5]2[CH:9]=[C:10]([OH:13])[CH:11]=[CH:12][C:4]=2[O:3]1.[CH3:15][C:16]([N+:24]([O-:26])=[O:25])([CH3:23])[CH2:17]OS(C)(=O)=O.C(=O)([O-])[O-].[K+].[K+].O>COCCOCCOC>[CH3:15][C:16]([N+:24]([O-:26])=[O:25])([CH3:23])[CH2:17][O:13][C:10]1[CH:9]=[C:5]([C:6]([NH2:7])=[O:8])[C:4]([OH:3])=[CH:12][CH:11]=1 |f:2.3.4|. Procedure: A mixture of 84.3 g of 2,3-dihydro-2,2-dimethyl-6-hydroxy-4H-1,3-benzoxazin-4-one, 144.2 g of methanesulfonic acid-(2-methyl-2-nitropropyl)-ester and 121 g of anhydrous potassium carbonate in 440 ml of diethylene glycol dimethyl ether is stirred for 9 hours in a bath at about 150°. The reaction mixture is cooled, poured into 4000 ml of water, and extracted with 3000 ml of ethyl acetate. The oil, obtained by concentrating the organic phase by evaporation, is dissolved in 250 ml of dioxane, and ab... Starting materials: CCOC(C)=O, COCCOCCOC, CCCCCC, Cc1nc(Cl)c([N+](=O)[O-])c(NCCO)c1C, [H-], [H][H], [Na+], Oc1ccccc1. Yields the product Cc1nc(Oc2ccccc2)c([N+](=O)[O-])c(NCCO)c1C. Reaction SMILES: [C:43]([O:44][CH2:45][CH3:46])(=[O:47])[CH3:48].[CH3:28][O:29][CH2:30][CH2:31][O:32][CH2:33][CH2:34][O:35][CH3:36].[CH3:37][CH2:38][CH2:39][CH2:40][CH2:41][CH3:42].[Cl:12][c:13]1[n:14][c:15]([CH3:27])[c:16]([CH3:26])[c:17]([NH:22][CH2:23][CH2:24][OH:25])[c:18]1[N+:19](=[O:20])[O-:21].[H-:8].[H:10][H:11].[Na+:9].[OH:1][c:2]1[cH:3][cH:4][cH:5][cH:6][cH:7]1>>[O:1]([c:2]1[cH:3][cH:4][cH:5][cH:6][cH:7]1)[c:13]1[n:14][c:15]([CH3:27])[c:16]([CH3:26])[c:17]([NH:22][CH2:23][CH2:24][OH:25])[c:18]1[N+:19](=[O:20])[O-:21]. Starting materials: C(=O)(O)[O-].[Na+] (NaHCO3), S([O-])(O)=O.[Na+] (sodium bisulfite), C(=O)(O)[O-].[Na+] (NaHCO3), ClC=1C=C(C=CC1F)[C@@H](CO)NC(OC(C)(C)C)=O ((S)-tert-butyl 1-(3-chloro-4-fluorophenyl)-2-hydroxyethylcarbamate), CC(=O)OI1(C=2C=CC=CC2C(=O)O1)(OC(=O)C)OC(=O)C (Dess-Martin periodinane). Run in C(Cl)Cl (DCM), CCOCC (Et2O). Conditions: time 3 hour. Yields the product ClC=1C=C(C=CC1F)[C@@H](C=O)NC(OC(C)(C)C)=O ((S)-tert-butyl 1-(3-chloro-4-fluorophenyl)-2-oxoethylcarbamate). Isolated yield 72.3%. RXN SMILES: [Cl:1][C:2]1[CH:3]=[C:4]([C@H:9]([NH:12][C:13](=[O:19])[O:14][C:15]([CH3:18])([CH3:17])[CH3:16])[CH2:10][OH:11])[CH:5]=[CH:6][C:7]=1[F:8].C([O-])(O)=O.[Na+].CC(OI1(OC(C)=O)(OC(C)=O)OC(=O)C2C=CC=CC1=2)=O.S(=O)(O)[O-].[Na+]>CCOCC.C(Cl)Cl>[Cl:1][C:2]1[CH:3]=[C:4]([C@H:9]([NH:12][C:13](=[O:19])[O:14][C:15]([CH3:17])([CH3:16])[CH3:18])[CH:10]=[O:11])[CH:5]=[CH:6][C:7]=1[F:8] |f:1.2,4.5|. Procedure: To a stirred solution of 326 (1.134 g, 3.914 mmol) and DCM (8 mL) under nitrogen cooled to 0° C. was added NaHCO3 (0.9864 g, 11.74 mmol) followed by Dess-Martin periodinane (2.490 g, 5.871 mmol) both as solids. After 3 h, the reaction was about 50% complete by TLC. The reaction was warmed to RT for 1 h, then the reaction was diluted with Et2O (10 mL) and poured into ice cold satd. aq. NaHCO3 (50 mL) containing sodium bisulfite (15 gm). After stirring for 15 min, the layers were separated and the...